The task is: describe an organic reaction: reactants, conditions, products, and yield. This data is from the Open Reaction Database (ORD), a public repository of structured organic reaction records. The reactants are 24.99, C(CCC)[Sn](CCCC)=O (dibutyltin oxide), SCC(CO)O (3-mercapto-1,2-propanediol), C1(=CC=CC=C1)C (toluene). Run in O (water), O (water). Yields the product C(CCC)[Sn]CCCC (dibutyltin). The yield is 99.5%. As a reaction SMILES: [CH2:1]([Sn:5](=O)[CH2:6][CH2:7][CH2:8][CH3:9])[CH2:2][CH2:3][CH3:4].SCC(O)CO.C1(C)C=CC=CC=1>O>[CH2:1]([Sn:5][CH2:6][CH2:7][CH2:8][CH3:9])[CH2:2][CH2:3][CH3:4]. Procedure: A mixture of 24.99 (0.10 mole) dibutyltin oxide, 21.6g (0.20 mole) 3-mercapto-1,2-propanediol and 300 ml toluene were charged to a round-bottom glass reaction flask fitted with a mechanical stirrer, thermocouple and a reflux condenser with a Dean-Stark water trap. The mixture was heated to reflux temperature, with agitation, and continued at reflux until a clear homogeneous solution formed and all water of reaction was collected in the trap. Removal of the toluene (flash evaporator) yielded 44.5... The reactants are COS(=O)(=O)OC (dimethylsulfate), CSC1=CC=C(C=C1)C1=CC=C(S1)C=1SC=CC1 (5-(4-methylthiophenyl)[2,2'-bithienyl]), O1CCCC1 (tetrahydrofuran), C(CCC)[Li] (n-butyllithium). Reagents/catalysts: C(CCC)[Li] (n-butyllithium). Solvent: O (water). Conditions: temperature 0 celsius, time 30 minute. Product: CC1=CC=C(S1)C=1SC(=CC1)C1=CC=C(C=C1)SC (5'-methyl-5-(4-methylthiophenyl)[2,2'-bithienyl]). Reaction SMILES: [CH3:1][S:2][C:3]1[CH:8]=[CH:7][C:6]([C:9]2[S:13][C:12]([C:14]3[S:15][CH:16]=[CH:17][CH:18]=3)=[CH:11][CH:10]=2)=[CH:5][CH:4]=1.O1CCC[CH2:20]1.C([Li])CCC.COS(OC)(=O)=O>C([Li])CCC.O>[CH3:20][C:16]1[S:15][C:14]([C:12]2[S:13][C:9]([C:6]3[CH:5]=[CH:4][C:3]([S:2][CH3:1])=[CH:8][CH:7]=3)=[CH:10][CH:11]=2)=[CH:18][CH:17]=1. Procedure: Under a nitrogen atmosphere, a stirred solution of 0.82 gram (0.003 mole) of 5-(4-methylthiophenyl)[2,2'-bithienyl] in 100 ml of freshly distilled tetrahydrofuran was cooled to 0° C. and 1.4 ml of n-butyllithium (2.6M in hexanes) was added dropwise via syringe during a ten minute period. Upon completion of addition the reaction mixture stirred at 0° C. for 30 minutes, then at ambient temperature for three hours. The reaction mixture was recooled to 0° C. and an additional five drops of n-butylli... The reactants are CCCCCl, c1ccncc1. Product: [Cl-], CCCC[n+]1ccccc1. RXN SMILES: [Cl:7][CH2:8][CH2:9][CH2:10][CH3:11].[cH:1]1[cH:2][cH:3][n:4][cH:5][cH:6]1>>[Cl-:7].[cH:1]1[cH:2][cH:3][n+:4]([CH2:8][CH2:9][CH2:10][CH3:11])[cH:5][cH:6]1. The reactants are C1=CC=CC=2C3=CC=CC=C3N(C12)[C@H](C(=O)OCC1=CC=CC=C1)CCC(=O)OCCOC(C1=CC=C(C=C1)NC(=O)OCC1=CC=CC=C1)=O ((S)-1-benzyl 5-(2-(4-(benzyloxycarbonylamino)benzoyloxy)ethyl) 2-(9H-carbazol-9-yl)pentanedioate), C(C)(C)O (isopropanol). Reagents/catalysts: [Pd] (Palladium on charcoal). The solvent is C1CCOC1 (THF). Conditions: time 4 hour. The product is NC1=CC=C(C(=O)OCCOC(CC[C@@H](C(=O)O)N2C3=CC=CC=C3C=3C=CC=CC23)=O)C=C1 ((S)-5-(2-(4-aminobenzoyloxy)ethoxy)-2-(9H-carbazol-9-yl)-5-oxopentanoic acid). Yield: 95.8%. RXN SMILES: [CH:1]1[C:13]2[N:12]([C@@H:14]([CH2:25][CH2:26][C:27]([O:29][CH2:30][CH2:31][O:32][C:33](=[O:51])[C:34]3[CH:39]=[CH:38][C:37]([NH:40]C(OCC4C=CC=CC=4)=O)=[CH:36][CH:35]=3)=[O:28])[C:15]([O:17]CC3C=CC=CC=3)=[O:16])[C:11]3[C:6](=[CH:7][CH:8]=[CH:9][CH:10]=3)[C:5]=2[CH:4]=[CH:3][CH:2]=1.C(O)(C)C>[Pd].C1COCC1>[NH2:40][C:37]1[CH:36]=[CH:35][C:34]([C:33]([O:32][CH2:31][CH2:30][O:29][C:27](=[O:28])[CH2:26][CH2:25][C@H:14]([N:12]2[C:11]3[CH:10]=[CH:9][CH:8]=[CH:7][C:6]=3[C:5]3[C:13]2=[CH:1][CH:2]=[CH:3][CH:4]=3)[C:15]([OH:17])=[O:16])=[O:51])=[CH:39][CH:38]=1. Reported procedure: 10% Palladium on charcoal (0.140 g) was added in one portion to a stirred solution of 24 (0.70 g, 1.02 mmol) in 1:1 mixture of isopropanol (10 mL) and THF (10 mL) under nitrogen atmosphere. The suspension was then stirred under hydrogen atmosphere at room temperature for 4 h. The solution was filtered through celite and concentrated under reduced pressure to obtain (S)-5-(2-(4-aminobenzoyloxy)ethoxy)-2-(9H-carbazol-9-yl)-5-oxopentanoic acid 25 (0.45 g, 96%) as a white solid. The reactants are O=C([O-])[O-], C=CCBr, CCON=C(CC(=O)OC)c1ccc(O)cc1, CCOC(C)=O, [K+], [K+], CN(C)C=O, O. Product: C=CCOc1ccc(C(CC(=O)OC)=NOCC)cc1. RXN SMILES: [C:22](=[O:23])([O-:24])[O-:25].[CH2:18]([CH:19]=[CH2:20])[Br:21].[CH2:1]([CH3:2])[O:3][N:4]=[C:5]([CH2:6][C:7](=[O:8])[O:9][CH3:10])[c:11]1[cH:12][cH:13][c:14]([OH:17])[cH:15][cH:16]1.[CH3:28][CH2:29][O:30][C:31](=[O:32])[CH3:33].[K+:26].[K+:27].[O:34]=[CH:35][N:36]([CH3:37])[CH3:38].[OH2:39]>>[CH2:1]([CH3:2])[O:3][N:4]=[C:5]([CH2:6][C:7](=[O:8])[O:9][CH3:10])[c:11]1[cH:12][cH:13][c:14]([O:17][CH2:20][CH:19]=[CH2:18])[cH:15][cH:16]1.